From a dataset of the Open Reaction Database (ORD), a public repository of structured organic reaction records. describe an organic reaction: reactants, conditions, products, and yield The reactants are COc1ccc(CN2CC(C)N(C(=O)OCc3ccccc3)C(C)C2=O)c(OC)c1, CCOC(C)=O, CC#N, [K+], [K+], [Na+], [Na+], [Na+], O, O=P([O-])([O-])[O-], O=S(=O)([O-])OOS(=O)(=O)[O-]. Yields the product CC1CNC(=O)C(C)N1C(=O)OCc1ccccc1. RXN SMILES: [CH2:1]([c:2]1[cH:3][cH:4][cH:5][cH:6][cH:7]1)[O:8][C:9](=[O:10])[N:11]1[CH:12]([CH3:30])[C:13](=[O:29])[N:14]([CH2:18][c:19]2[cH:20][cH:21][c:22]([O:23][CH3:24])[cH:25][c:26]2[O:27][CH3:28])[CH2:15][CH:16]1[CH3:17].[CH3:51][CH2:52][O:53][C:54](=[O:55])[CH3:56].[CH3:57][C:58]#[N:59].[K+:41].[K+:42].[Na+:48].[Na+:49].[Na+:50].[OH2:60].[P:43]([O-:44])([O-:45])([O-:46])=[O:47].[S:31]([O:32][O:33][S:34]([O-:35])(=[O:36])=[O:37])([O-:38])(=[O:39])=[O:40]>>[CH2:1]([c:2]1[cH:3][cH:4][cH:5][cH:6][cH:7]1)[O:8][C:9](=[O:10])[N:11]1[CH:12]([CH3:30])[C:13](=[O:29])[NH:14][CH2:15][CH:16]1[CH3:17]. Reactants: NC1=NC=NC2=CC(=CC=C12)CN1C(C(N(CC1)C(CC(=O)C=1SC(=CC1)Cl)=O)CCC)=O (1-[4-(4-aminoquinazoline-7-ylmethyl)-3-oxo-2-propyl-piperazine-1-yl]-3-(5-chloro-thiophen-2-yl)-propane-1,3,dione), ice, [H-].[Na+] (NaH), C1=CC=C(C=C1)S(=O)(=O)N(F)S(=O)(=O)C2=CC=CC=C2 (N-fluorobenzenesulfonimide), C(C)(=O)O (acetic acid). Solvent: C1CCOC1 (THF), C1CCOC1 (THF), C1CCOC1 (THF). Run at temperature 0 celsius, time 1 hour. Product: NC1=NC=NC2=CC(=CC=C12)CN1C(C(N(CC1)C(C(C(=O)C=1SC(=CC1)Cl)F)=O)CCC)=O (1-[4-(4-Aminoquinazoline-7-ylmethyl)-3-oxo-2-propyl-piperazine-1-yl]-3-(5-chloro-thiophen-2-yl)-2-fluoro-propane-1,3,dione). RXN SMILES: [NH2:1][C:2]1[C:11]2[C:6](=[CH:7][C:8]([CH2:12][N:13]3[CH2:18][CH2:17][N:16]([C:19](=[O:29])[CH2:20][C:21]([C:23]4[S:24][C:25]([Cl:28])=[CH:26][CH:27]=4)=[O:22])[CH:15]([CH2:30][CH2:31][CH3:32])[C:14]3=[O:33])=[CH:9][CH:10]=2)[N:5]=[CH:4][N:3]=1.[H-].[Na+].C1C=CC(S(N(S(C2C=CC=CC=2)(=O)=O)[F:46])(=O)=O)=CC=1.C(O)(=O)C>C1COCC1>[NH2:1][C:2]1[C:11]2[C:6](=[CH:7][C:8]([CH2:12][N:13]3[CH2:18][CH2:17][N:16]([C:19](=[O:29])[CH:20]([F:46])[C:21]([C:23]4[S:24][C:25]([Cl:28])=[CH:26][CH:27]=4)=[O:22])[CH:15]([CH2:30][CH2:31][CH3:32])[C:14]3=[O:33])=[CH:9][CH:10]=2)[N:5]=[CH:4][N:3]=1 |f:1.2|. Reported procedure: Prepared by a procedure of Differding and Ofner. (Synlett 1991, 187.). A solution of 1-[4-(4-aminoquinazoline-7-ylmethyl)-3-oxo-2-propyl-piperazine-1-yl]-3-(5-chloro-thiophen-2-yl)-propane-1,3,dione (0.486 g, 1 mmol) in 40 ml of THF is added dropwise to an ice cold suspension of NaH (0.16 g of 60% NaH, 4 mmol) and 5 ml of THF. After the mixture had stirred one hour at 0° C., a solution of N-fluorobenzenesulfonimide (Aldrich) (0.378 g, 1.2 mmol) in 10 ml of THF is added dropwise. The reaction is ... Starting materials: BrB(Br)Br, COc1cc(CC(=O)O)c(Br)cc1F, O=C([O-])O, ClCCl, [Na+]. The product is O=C(O)Cc1cc(O)c(F)cc1Br. RXN SMILES: [B:15]([Br:16])([Br:17])[Br:18].[Br:1][c:2]1[c:3]([CH2:11][C:12](=[O:13])[OH:14])[cH:4][c:5]([O:9][CH3:10])[c:6]([F:8])[cH:7]1.[C:19](=[O:20])([OH:21])[O-:22].[Cl:24][CH2:25][Cl:26].[Na+:23]>>[Br:1][c:2]1[c:3]([CH2:11][C:12](=[O:13])[OH:14])[cH:4][c:5]([OH:9])[c:6]([F:8])[cH:7]1. Starting materials: CCCCCC, CCC(O)COC, Cc1cc(C)c(-n2nc(C)c3c(Cl)cc(C)nc32)c(C)c1, [H-], [Na+], C1CCOC1. Product: CCC(COC)Oc1cc(C)nc2c1c(C)nn2-c1c(C)cc(C)cc1C. Reaction SMILES: [CH3:31][CH2:32][CH2:33][CH2:34][CH2:35][CH3:36].[CH3:3][O:4][CH2:5][CH:6]([CH2:7][CH3:8])[OH:9].[Cl:10][c:11]1[c:12]2[c:13]([n:14][c:15]([CH3:17])[cH:16]1)[n:18](-[c:22]1[c:23]([CH3:30])[cH:24][c:25]([CH3:29])[cH:26][c:27]1[CH3:28])[n:19][c:20]2[CH3:21].[H-:1].[Na+:2].[O:37]1[CH2:38][CH2:39][CH2:40][CH2:41]1>>[CH3:3][O:4][CH2:5][CH:6]([CH2:7][CH3:8])[O:9][c:11]1[c:12]2[c:13]([n:14][c:15]([CH3:17])[cH:16]1)[n:18](-[c:22]1[c:23]([CH3:30])[cH:24][c:25]([CH3:29])[cH:26][c:27]1[CH3:28])[n:19][c:20]2[CH3:21].